This data is from the Open Reaction Database (ORD), a public repository of structured organic reaction records. The task is: describe an organic reaction: reactants, conditions, products, and yield Starting materials: O=C1OC(=O)C2=C1CCc1ccccc12, Cc1ccccc1, NCCN, O, Cc1ccc(S(=O)(=O)O)cc1. Yields the product NCCN1C(=O)C2=C(C1=O)c1ccccc1CC2. Reaction SMILES: [C:13]12=[C:14]([CH2:15][CH2:16][c:17]3[cH:18][cH:19][cH:20][cH:21][c:22]31)[C:23](=[O:24])[O:25][C:26]2=[O:27].[CH3:32][c:33]1[cH:34][cH:35][cH:36][cH:37][cH:38]1.[NH2:28][CH2:29][CH2:30][NH2:31].[OH2:1].[c:2]1([CH3:3])[cH:4][cH:5][c:6]([S:7]([OH:8])(=[O:9])=[O:10])[cH:11][cH:12]1>>[C:13]12=[C:14]([CH2:15][CH2:16][c:17]3[cH:18][cH:19][cH:20][cH:21][c:22]31)[C:23](=[O:25])[N:31]([CH2:30][CH2:29][NH2:28])[C:26]2=[O:27]. Reactants: CN(S(=O)(=O)C1=CC=C(C=C1)N1CCC(CC1)=O)CC(=O)O ({methyl-[4-(4-oxo-piperidin-1-yl)-benzenesulfonyl]-amino}-acetic acid), C(=O)(N1C=NC=C1)N1C=NC=C1 (1,1′-carbonyl-diimidazole), C(C)O (ethanol). Run in O1CCCC1 (tetrahydrofuran). Reaction conditions: time 45 minute. Yields the product C(C)OC(CN(S(=O)(=O)C1=CC=C(C=C1)N1CCC(CC1)=O)C)=O ({Methyl-[4-(4-oxo-piperidin-1-yl)-benzenesulfonyl]-amino}-acetic Acid Ethyl ester). Isolated yield 134.0%. Reaction SMILES: [CH3:1][N:2]([CH2:19][C:20]([OH:22])=[O:21])[S:3]([C:6]1[CH:11]=[CH:10][C:9]([N:12]2[CH2:17][CH2:16][C:15](=[O:18])[CH2:14][CH2:13]2)=[CH:8][CH:7]=1)(=[O:5])=[O:4].C(N1C=CN=C1)(N1[CH:29]=[CH:28]N=C1)=O.C(O)C>O1CCCC1>[CH2:28]([O:21][C:20](=[O:22])[CH2:19][N:2]([CH3:1])[S:3]([C:6]1[CH:11]=[CH:10][C:9]([N:12]2[CH2:13][CH2:14][C:15](=[O:18])[CH2:16][CH2:17]2)=[CH:8][CH:7]=1)(=[O:5])=[O:4])[CH3:29]. Procedure details: A solution of 0.53 g (1.6 mmol) {methyl-[4-(4-oxo-piperidin-1-yl)-benzenesulfonyl]-amino}-acetic acid in 8 mL anhydrous tetrahydrofuran was treated with 0.32 g (2.0 mmol) 1,1′-carbonyl-diimidazole. After stirring for 45 minutes, 1 mL of ethanol was added. The resulting mixture was then permitted to stir overnight. The solvent was removed in vacuo and the residue was dissolved in ethyl acetate. The organics were washed twice with saturated sodium bicarbonate, twice with water, dried over sodium s... Product: COC(=O)c1ccccc1-n1ccc2ccccc21. Starting materials: COC(=O)c1ccccc1Br, O=C([O-])[O-], CCOC(C)=O, [K+], [K+], CN(C)C=O, c1ccc2[nH]ccc2c1. Reaction SMILES: [Br:10][c:11]1[c:12]([C:13](=[O:14])[O:15][CH3:16])[cH:17][cH:18][cH:19][cH:20]1.[C:21](=[O:22])([O-:23])[O-:24].[CH3:27][CH2:28][O:29][C:30](=[O:31])[CH3:32].[K+:25].[K+:26].[O:33]=[CH:34][N:35]([CH3:36])[CH3:37].[nH:1]1[cH:2][cH:3][c:4]2[cH:5][cH:6][cH:7][cH:8][c:9]12>>[n:1]1(-[c:11]2[c:12]([C:13](=[O:14])[O:15][CH3:16])[cH:17][cH:18][cH:19][cH:20]2)[cH:2][cH:3][c:4]2[cH:5][cH:6][cH:7][cH:8][c:9]12. Reported procedure: To a stirred solution of 96.0 grams of benzotriazole in 800 milliliters of acetonitrile at 50° C. is added 33.6 grams of sodium hydroxide pels. After most of the sodium hydroxide has reacted with the benzotriazole, 190 grams of 2-iodobutane is added in one portion and the resulting solution is refluxed for 15 hours. The acetonitrile is then evaporated and 300 milliliters of concentrated hydrochloric acid is added to the residual oil followed by the addition of 800 milliliters of benzene. The pre... As a reaction SMILES: [NH:1]1[C:5]2[CH:6]=[CH:7][CH:8]=[CH:9][C:4]=2[N:3]=[N:2]1.[OH-].[Na+].I[CH:13]([CH2:15][CH3:16])[CH3:14]>C(#N)C>[CH:13]([N:2]1[N:3]=[C:4]2[CH:9]=[CH:8][CH:7]=[CH:6][C:5]2=[N:1]1)([CH2:15][CH3:16])[CH3:14] |f:1.2|. The yield is 34.0%. The product is C(C)(CC)N1N=C2C(=N1)C=CC=C2 (2-sec-butyl-2H-benzotriazole). The solvent is C(C)#N (acetonitrile). Reactants: [OH-].[Na+] (sodium hydroxide), N1N=NC2=C1C=CC=C2 (benzotriazole), IC(C)CC (2-iodobutane), N1N=NC2=C1C=CC=C2 (benzotriazole), sodium hydroxide pels. Starting materials: OC=C1C(NC2=CC(=CC=C12)C(=O)C=1C=C(C=CC1)NC(=O)C=1SC=CC1)=O (Thiophene-2-carboxylic acid [3-(3-hydroxymethylene-2-oxo-2,3-dihydro-1H-indole-6-carbonyl)-phenyl]-amide), NC1=CC=C(C(=O)O)C=C1 (4-Amino-benzoic acid). Solvent: C1CCOC1 (THF). Conditions: temperature 65 celsius, time 24 hour. Yields the product O=C1NC2=CC(=CC=C2C1=CNC1=CC=C(C(=O)O)C=C1)C(C1=CC(=CC=C1)NC(=O)C=1SC=CC1)=O (4-[(2-Oxo-6-{3-[(thiophene-2-carbonyl)-amino]-benzoyl}-1,2-dihydro-indol-3-ylidenemethyl)-amino]-benzoic acid). The yield is 81.0%. RXN SMILES: O[CH:2]=[C:3]1[C:11]2[C:6](=[CH:7][C:8]([C:12]([C:14]3[CH:15]=[C:16]([NH:20][C:21]([C:23]4[S:24][CH:25]=[CH:26][CH:27]=4)=[O:22])[CH:17]=[CH:18][CH:19]=3)=[O:13])=[CH:9][CH:10]=2)[NH:5][C:4]1=[O:28].[NH2:29][C:30]1[CH:38]=[CH:37][C:33]([C:34]([OH:36])=[O:35])=[CH:32][CH:31]=1>C1COCC1>[O:28]=[C:4]1[C:3](=[CH:2][NH:29][C:30]2[CH:38]=[CH:37][C:33]([C:34]([OH:36])=[O:35])=[CH:32][CH:31]=2)[C:11]2[C:6](=[CH:7][C:8]([C:12](=[O:13])[C:14]3[CH:19]=[CH:18][CH:17]=[C:16]([NH:20][C:21]([C:23]4[S:24][CH:25]=[CH:26][CH:27]=4)=[O:22])[CH:15]=3)=[CH:9][CH:10]=2)[NH:5]1. Procedure: A small screw cap test tube was charged with Thiophene-2-carboxylic acid [3-(3-hydroxymethylene-2-oxo-2,3-dihydro-1H-indole-6-carbonyl)-phenyl]-amide (as prepared in Example 45, 80 mg, 0.2049 mmol) and THF (2 mL). To the resulting solution was added 4-Amino-benzoic acid (34 mg, 0.248 mmol), and the mixture was stirred for 24 h at 65° C. Subsequently, the reaction mixture was cooled to room temperature. The room temperature reaction mixture was concentrated in vacuo. The solid residue was recryst... Reactants: CI (methyl iodide), C(C)OC(CN=C(C1=CC=CC=C1)C1=CC=CC=C1)=O (N-(diphenylmethylene)glycine ethyl ester), [H-].[Na+] (sodium hydride), ClC1=NC=C(C=C1Cl)C(F)(F)F (2,3-dichloro-5-trifluoromethylpyridine), C([O-])([O-])=O.[Na+].[Na+] (sodium carbonate). Run in Cl (HCl), CN(C=O)C (N,N-dimethylformamide). Reaction conditions: time 5 minute. Product: ClC=1C(=NC=C(C1)C(F)(F)F)C(N)C (3-Chloro-α-methyl-5-(trifluoromethyl)-2-pyridinemethanamine). Isolated yield 79.3%. As a reaction SMILES: C(O[C:4](=O)[CH2:5][N:6]=C(C1C=CC=CC=1)C1C=CC=CC=1)C.[H-].[Na+].Cl[C:24]1[C:29]([Cl:30])=[CH:28][C:27]([C:31]([F:34])([F:33])[F:32])=[CH:26][N:25]=1.CI.C(=O)([O-])[O-].[Na+].[Na+]>CN(C)C=O.Cl>[Cl:30][C:29]1[C:24]([CH:5]([CH3:4])[NH2:6])=[N:25][CH:26]=[C:27]([C:31]([F:34])([F:33])[F:32])[CH:28]=1 |f:1.2,5.6.7|. Procedure: N-(diphenylmethylene)glycine ethyl ester (2.25 g) was added to a suspension of sodium hydride (0.74 g of 60% oil dispersion) in 20 mL of dry N,N-dimethylformamide at room temperature, resulting in vigorous gas evolution. After stirring at room temperature for five minutes, 2 g of 2,3-dichloro-5-trifluoromethylpyridine was added, followed by stirring at room temperature for 1 hour. Then 0.80 mL of methyl iodide was added followed by stirring at room temperature overnight. The reaction mixture was...